From a dataset of the Open Reaction Database (ORD), a public repository of structured organic reaction records. describe an organic reaction: reactants, conditions, products, and yield Reactants: CC(=O)Nc1cc(Oc2ccc3c(C(=O)Nc4cccc(C(F)(F)F)c4)nccc3c2)ncn1, CC(=O)Nc1cc(Oc2ccc3c(C(=O)Nc4ccc(F)c(C(F)(F)F)c4)nccc3c2)ncn1, Nc1ccc(F)c(C(F)(F)F)c1. The product is Nc1cc(Oc2ccc3c(C(=O)Nc4cccc(C(F)(F)F)c4)nccc3c2)ncn1. Reaction SMILES: [F:1][C:2]([c:3]1[cH:4][c:5]([NH:9][C:10](=[O:11])[c:12]2[n:13][cH:14][cH:15][c:16]3[cH:17][c:18]([O:22][c:23]4[n:24][cH:25][n:26][c:27]([NH:29][C:30](=[O:31])[CH3:32])[cH:28]4)[cH:19][cH:20][c:21]23)[cH:6][cH:7][cH:8]1)([F:33])[F:34].[F:35][c:36]1[cH:37][cH:38][c:39]([NH:40][C:41]([c:42]2[c:43]3[c:44]([cH:45][c:46]([O:47][c:48]4[cH:49][c:50]([NH:51][C:52](=[O:53])[CH3:54])[n:55][cH:56][n:57]4)[cH:58][cH:59]3)[cH:60][cH:61][n:62]2)=[O:63])[cH:64][c:65]1[C:66]([F:67])([F:68])[F:69].[F:70][c:71]1[cH:72][cH:73][c:74]([NH2:75])[cH:76][c:77]1[C:78]([F:79])([F:80])[F:81]>>[F:1][C:2]([c:3]1[cH:4][c:5]([NH:9][C:10](=[O:11])[c:12]2[n:13][cH:14][cH:15][c:16]3[cH:17][c:18]([O:22][c:23]4[n:24][cH:25][n:26][c:27]([NH2:29])[cH:28]4)[cH:19][cH:20][c:21]23)[cH:6][cH:7][cH:8]1)([F:33])[F:34]. Reactants: CC1([C@@H]([C@@H]1\C=C\C(=O)OC)C(=O)Cl)C ((1R,cis) 2,2-dimethyl-3-[(E)-3-methoxy-3-oxo-1-propenyl]-cyclopropane -1-carboxylic acid chloride), C(C)(C)O (isopropanol). Solvent: C(Cl)(Cl)Cl (chloroform), C1=CC=CC=C1 (benzene). The product is CC1([C@@H]([C@@H]1\C=C\C(=O)OC)C(=O)OC(C)C)C (isopropyl (1R,cis) 2,2-dimethyl-3-[(E)-3-methoxy-3-oxo-1-propenyl]-cyclopropane-1-carboxylate). As a reaction SMILES: [CH3:1][C:2]1([CH3:14])[C@@H:4](/[CH:5]=[CH:6]/[C:7]([O:9][CH3:10])=[O:8])[C@H:3]1[C:11](Cl)=[O:12].[CH:15]([OH:18])([CH3:17])[CH3:16]>C1C=CC=CC=1.C(Cl)(Cl)Cl>[CH3:1][C:2]1([CH3:14])[C@@H:4](/[CH:5]=[CH:6]/[C:7]([O:9][CH3:10])=[O:8])[C@H:3]1[C:11]([O:18][CH:15]([CH3:17])[CH3:16])=[O:12]. Procedure: Using the procedure of Example 3, 1.51 g of (1R,cis) 2,2-dimethyl-3-[(E)-3-methoxy-3-oxo-1-propenyl]-cyclopropane -1-carboxylic acid chloride in benzene and 0.61 ml of isopropanol were reacted to obtain 0.820 g of isopropyl (1R,cis) 2,2-dimethyl-3-[(E)-3-methoxy-3-oxo-1-propenyl]-cyclopropane-1-carboxylate with a specific rotation of [α]D20 =-28°±1.5°(c=1% in chloroform). The reactants are CCCCCC(=O)OC(NC(=O)OC(C)(C)C)C(C)C=Cc1ccc2ccsc2c1, CO. Yields the product CCCCCC(=O)OC(NC(=O)OC(C)(C)C)C(C)CCc1ccc2ccsc2c1. RXN SMILES: [C:1]([CH3:2])([CH3:3])([CH3:4])[O:5][C:6](=[O:7])[NH:8][CH:9]([CH:10]([CH:11]=[CH:12][c:13]1[cH:14][cH:15][c:16]2[c:17]([s:18][cH:19][cH:20]2)[cH:21]1)[CH3:22])[O:23][C:24]([CH2:25][CH2:26][CH2:27][CH2:28][CH3:29])=[O:30].[CH3:31][OH:32]>>[C:1]([CH3:2])([CH3:3])([CH3:4])[O:5][C:6](=[O:7])[NH:8][CH:9]([CH:10]([CH2:11][CH2:12][c:13]1[cH:14][cH:15][c:16]2[c:17]([s:18][cH:19][cH:20]2)[cH:21]1)[CH3:22])[O:23][C:24]([CH2:25][CH2:26][CH2:27][CH2:28][CH3:29])=[O:30].